Dataset: the Open Reaction Database (ORD), a public repository of structured organic reaction records. Task: describe an organic reaction: reactants, conditions, products, and yield Yields the product C(C)(=O)N1C(CCC1)CC1=CC=C(C=C1)[N+](=O)[O-] (1-acetyl-2-(4-nitrobenzyl)pyrrolidine). As a reaction SMILES: [C:1]([N:4]1[CH2:8][CH2:7][CH2:6][CH:5]1[CH2:9][C:10]1[CH:15]=[CH:14][CH:13]=[CH:12][CH:11]=1)(=[O:3])[CH3:2].[N+:16]([O-])([OH:18])=[O:17]>S(=O)(=O)(O)O>[C:1]([N:4]1[CH2:8][CH2:7][CH2:6][CH:5]1[CH2:9][C:10]1[CH:11]=[CH:12][C:13]([N+:16]([O-:18])=[O:17])=[CH:14][CH:15]=1)(=[O:3])[CH3:2]. The solvent is S(O)(O)(=O)=O (sulfuric acid). Reported procedure: Dissolve 5.0 g of 1-acetyl-2-benzylpyrrolidine (at 0°) in 25 ml of concentrated sulfuric acid. At this temperature add (dropwise, with stirring) 20 ml of concentrated nitric acid to the thus-prepared solution. After warming the obtained reaction mixture to room temperature, pour it into 200 ml of ice water and extract it with diethyl ether. After drying over sodium sulfate, treat the extract with activated charcoal and then distil off the solvent to obtain the title compound as reddish oil. Reactants: [N+](=O)(O)[O-] (nitric acid), C(C)(=O)N1C(CCC1)CC1=CC=CC=C1 (1-acetyl-2-benzylpyrrolidine), ice water. The reactants are C(C)(C)(C)N1N=CC(=C(C1=O)Cl)S (2-t-butyl-4-chloro-5-mercapto-3(2H)-pyridazinone), COCOC1=CC=C(CCl)C=C1 (4-methoxymethoxybenzyl chloride), C([O-])([O-])=O.[Na+].[Na+] (sodium carbonate). The solvent is CN(C=O)C (N,N-dimethylformamide). Run at time 8 hour. The product is C(C)(C)(C)N1N=CC(=C(C1=O)Cl)SCC1=CC=C(C=C1)OCOC (2-t-butyl-4-chloro-5-(4-methoxymethoxybenzylthio)-3(2H)-pyridazinone). Yield: 32.9%. RXN SMILES: [C:1]([N:5]1[C:10](=[O:11])[C:9]([Cl:12])=[C:8]([SH:13])[CH:7]=[N:6]1)([CH3:4])([CH3:3])[CH3:2].[CH3:14][O:15][CH2:16][O:17][C:18]1[CH:25]=[CH:24][C:21]([CH2:22]Cl)=[CH:20][CH:19]=1.C(=O)([O-])[O-].[Na+].[Na+]>CN(C)C=O>[C:1]([N:5]1[C:10](=[O:11])[C:9]([Cl:12])=[C:8]([S:13][CH2:22][C:21]2[CH:20]=[CH:19][C:18]([O:17][CH2:16][O:15][CH3:14])=[CH:25][CH:24]=2)[CH:7]=[N:6]1)([CH3:4])([CH3:2])[CH3:3] |f:2.3.4|. Procedure: In 10 ml of N,N-dimethylformamide were dissolved 0.94 g of 2-t-butyl-4-chloro-5-mercapto-3(2H)-pyridazinone and 0.8 g of 4-methoxymethoxybenzyl chloride, and then 0.55 g of anhydrous sodium carbonate was added thereto. The mixture was stirred overnight at room temperature. Then, procedures similar to those in Preparation Example 3 were carried out to obtain 520 mg of the aimed compound, m.p. 50.0°~54.0° C. Reactants: C(CC)N(CCCCN(C)CC1=CC=C(C#N)C=C1)CCC (4-[(4-dipropylaminobutyl)methylamino]methylbenzonitrile), [OH-].[Na+] (sodium hydroxide), [H][H] (hydrogen), raw material, [H][H] (hydrogen). The reagents and catalysts are [Ni] (Raney nickel). Run in C(C)O (ethanol). Yields the product C(CC)N(CCCCN(C)CC1=CC=C(CN)C=C1)CCC (4-[(4-dipropylaminobutyl)methylamino]methylbenzylamine). Yield: 98.0%. RXN SMILES: [CH2:1]([N:4]([CH2:20][CH2:21][CH3:22])[CH2:5][CH2:6][CH2:7][CH2:8][N:9]([CH2:11][C:12]1[CH:19]=[CH:18][C:15]([C:16]#[N:17])=[CH:14][CH:13]=1)[CH3:10])[CH2:2][CH3:3].[OH-].[Na+].[H][H]>[Ni].C(O)C>[CH2:20]([N:4]([CH2:1][CH2:2][CH3:3])[CH2:5][CH2:6][CH2:7][CH2:8][N:9]([CH2:11][C:12]1[CH:13]=[CH:14][C:15]([CH2:16][NH2:17])=[CH:18][CH:19]=1)[CH3:10])[CH2:21][CH3:22] |f:1.2|. Procedure: 14.6 g of 4-[(4-dipropylaminobutyl)methylamino]methylbenzonitrile (2b), 292 ml of ethanol, and 102 ml of a 1N sodium hydroxide aqueous solution were charged in a 1-liter recovery flask. 1.46 g (10 wt %) of Raney nickel prepared using the method described in Example 1 was slowly added to the solution. After replacing the atmosphere in the flask with nitrogen and then with hydrogen, the mixture was stirred at room temperature for 17 hours using a hydrogen balloon. After confirming the disappearanc...